This data is from the Open Reaction Database (ORD), a public repository of structured organic reaction records. The task is: describe an organic reaction: reactants, conditions, products, and yield Starting materials: C(#N)C1=CC(=C(C=C1)C=1C=NN(C1O)C1=NC=C(C(=O)O)C=C1)C (6-(4-(4-cyano-2-methylphenyl)-5-hydroxy-1H-pyrazol-1-yl)nicotinic acid), Cl.Cl.C1(CC1)N1[C@H](CNCC1)C ((S)-1-cyclopropyl-2-methylpiperazine dihydrochloride). The product is C1(CC1)N1[C@H](CN(CC1)C(=O)C=1C=CC(=NC1)N1N=CC(=C1O)C1=C(C=C(C#N)C=C1)C)C ((S)-4-(1-(5-(4-cyclopropyl-3-methylpiperazine-1-carbonyl)pyridin-2-yl)-5-hydroxy-1H-pyrazol-4-yl)-3-methylbenzonitrile). RXN SMILES: [C:1]([C:3]1[CH:8]=[CH:7][C:6]([C:9]2[CH:10]=[N:11][N:12]([C:15]3[CH:23]=[CH:22][C:18]([C:19]([OH:21])=O)=[CH:17][N:16]=3)[C:13]=2[OH:14])=[C:5]([CH3:24])[CH:4]=1)#[N:2].Cl.Cl.[CH:27]1([N:30]2[CH2:35][CH2:34][NH:33][CH2:32][C@@H:31]2[CH3:36])[CH2:29][CH2:28]1>>[CH:27]1([N:30]2[CH2:35][CH2:34][N:33]([C:19]([C:18]3[CH:22]=[CH:23][C:15]([N:12]4[C:13]([OH:14])=[C:9]([C:6]5[CH:7]=[CH:8][C:3]([C:1]#[N:2])=[CH:4][C:5]=5[CH3:24])[CH:10]=[N:11]4)=[N:16][CH:17]=3)=[O:21])[CH2:32][C@@H:31]2[CH3:36])[CH2:29][CH2:28]1 |f:1.2.3|. Reported procedure: The title compound was prepared in a manner similar to Example 112 using 6-(4-(4-cyano-2-methylphenyl)-5-hydroxy-1H-pyrazol-1-yl)nicotinic acid and (S)-1-cyclopropyl-2-methylpiperazine dihydrochloride. 1H NMR (400 MHz, DMSO-d6) δ ppm 0.09-0.71 (m, 4H) 0.87-1.23 (m, 3H) 3.43 (br. s., 1H) 2.36 (s, 3H) 2.48-2.65 (m, 1H) 2.72-3.14 (m, 3H) 3.43 (br. s., 2H) 4.05 (br. s., 1H) 7.59 (d, J=7.64 Hz, 1H) 7.66 (s, 1H) 7.70 (br. s., 1H) 8.00 (d, J=8.08 Hz, 1H) 8.09 (br. s., 1H) 8.34 (br. s., 1H) 8.44-8.50 (m... Reactants: CSc1ccc(-c2sc(Nc3cnccn3)nc2C)cc1, CC(C)=O, O. The product is Cc1nc(Nc2cnccn2)sc1-c1ccc(S(C)(=O)=O)cc1. RXN SMILES: [CH3:1][c:2]1[n:3][c:4]([NH:15][c:16]2[n:17][cH:18][cH:19][n:20][cH:21]2)[s:5][c:6]1-[c:7]1[cH:8][cH:9][c:10]([S:13][CH3:14])[cH:11][cH:12]1.[CH3:23][C:24](=[O:25])[CH3:26].[OH2:22]>>[CH3:1][c:2]1[n:3][c:4]([NH:15][c:16]2[n:17][cH:18][cH:19][n:20][cH:21]2)[s:5][c:6]1-[c:7]1[cH:8][cH:9][c:10]([S:13]([CH3:14])(=[O:22])=[O:25])[cH:11][cH:12]1. The reactants are CC(=O)NC(Cc1ccc([N+](=O)[O-])cc1)C(=O)O, [K+], C=[N+]=[N-], NC(=O)NCN=O, N#N, C1CCOC1, [OH-]. Yields the product COC(=O)C(Cc1ccc([N+](=O)[O-])cc1)NC(C)=O. RXN SMILES: [C:1]([CH3:2])(=[O:3])[NH:4][CH:5]([CH2:6][c:7]1[cH:8][cH:9][c:10]([N+:13](=[O:14])[O-:15])[cH:11][cH:12]1)[C:16](=[O:17])[OH:18].[K+:30].[N+:19](=[N-:20])=[CH2:21].[N:22]([CH2:23][NH:24][C:25]([NH2:26])=[O:27])=[O:28].[N:31]#[N:32].[O:33]1[CH2:34][CH2:35][CH2:36][CH2:37]1.[OH-:29]>>[C:1]([CH3:2])(=[O:3])[NH:4][CH:5]([CH2:6][c:7]1[cH:8][cH:9][c:10]([N+:13](=[O:14])[O-:15])[cH:11][cH:12]1)[C:16]([O:17][CH3:21])=[O:18]. Reactants: C1(=C(C=CC=C1)N)N (o-phenylendiamine), C=1(C(=CC=CC1)C)C (xylene), C(C1=CC=CC=C1)(=O)CC(=S)S (benzoyldithioacetic acid), alcohol, O1CCOCC1 (dioxane). Solvent: O (water). The product is C1(=CC=CC=C1)C1=NC2=C(NC(C1)=S)C=CC=C2 (4-phenyl-1.3-dihydro-2H-1.5-benzodiazepine-2-thione). Reaction SMILES: [C:1]1([NH2:8])[CH:6]=[CH:5][CH:4]=[CH:3][C:2]=1[NH2:7].C1(C)C(C)=CC=CC=1.[C:17]([CH2:25][C:26](S)=[S:27])(=O)[C:18]1[CH:23]=[CH:22][CH:21]=[CH:20][CH:19]=1.O1CCOCC1>O>[C:18]1([C:17]2[CH2:25][C:26](=[S:27])[NH:8][C:1]3[CH:6]=[CH:5][CH:4]=[CH:3][C:2]=3[N:7]=2)[CH:23]=[CH:22][CH:21]=[CH:20][CH:19]=1. Procedure: A mixture of 1.08 g of o-phenylendiamine, 10 ml of xylene and 1.96 g of benzoyldithioacetic acid (Thuillier et al - Bull. Soc. Chim. Fr. 1938 (1959) is refluxed for 1 hour under a stream of nitrogen. The reaction may also be carried out in water, alcohol or dioxane. After cooling, the precipitate is filtered, washed with ethyl ether, and crystallized from ethyl acetate. Yield 2 g, m.p. 228°-230°C. Starting materials: ClC(=O)OCC(C)C (iso-butyl chloroformate), C(C)(C)N1CCC(CC1)C(=O)O (1-isopropylpiperidine-4-carboxylic acid), CN(C)C=O.C1CCOC1 (DMF THF), NC1=C(C(=O)NC2=NC=C(C=C2)Cl)C=C(C=C1)Cl (2-amino-5-chloro-N-(5-chloropyridin-2-yl)benzamide), amine. Solvent: C1CCOC1 (THF). Reaction conditions: time 1 hour. The product is ClC=1C=CC(=C(C(=O)NC2=NC=C(C=C2)Cl)C1)NC(=O)C1CCN(CC1)C(C)C (5-Chloro-N-(5-chloropyridin-2-yl)-2-[(1-isopropylpiperidin-4-ylcarbonyl)amino]benzamide). Yield: 83.0%. Reaction SMILES: [CH:1]([N:4]1[CH2:9][CH2:8][CH:7]([C:10]([OH:12])=O)[CH2:6][CH2:5]1)([CH3:3])[CH3:2].CN(C=O)C.C1COCC1.ClC(OCC(C)C)=O.[NH2:31][C:32]1[CH:47]=[CH:46][C:45]([Cl:48])=[CH:44][C:33]=1[C:34]([NH:36][C:37]1[CH:42]=[CH:41][C:40]([Cl:43])=[CH:39][N:38]=1)=[O:35]>C1COCC1>[Cl:48][C:45]1[CH:46]=[CH:47][C:32]([NH:31][C:10]([CH:7]2[CH2:6][CH2:5][N:4]([CH:1]([CH3:2])[CH3:3])[CH2:9][CH2:8]2)=[O:12])=[C:33]([CH:44]=1)[C:34]([NH:36][C:37]1[CH:42]=[CH:41][C:40]([Cl:43])=[CH:39][N:38]=1)=[O:35] |f:1.2|. Procedure: A slurry of 1-isopropylpiperidine-4-carboxylic acid (501.0 mg, 2.92 mmol) and 50% DMF/THF (6.3 mL) was cooled in an ice bath, and a solution of iso-butyl chloroformate (0.34 mL, 2.63 mmol) and 50% DXF/THF (0.7 mL) was added over 10 min via syringe. The ice bath was removed at addition's end, and the mixture was allowed to warm to ambient temperature. After 1 h, 2-amino-5-chloro-N-(5-chloropyridin-2-yl)benzamide (414.8 mg, 1.47 mmol) was added in one portion, and the slurry was heated to 70° C. i... Reactants: Cl (hydrochloric acid), C([O-])([O-])=O.[Na+].[Na+] (sodium carbonate), C(#N)CC1=CC=C(OC(C(=O)OC(C)(C)C)(C)C)C=C1 (tert-Butyl 2-[4-(cyanomethyl)phenoxy]-2-methylpropionate), resultant mixture. Run in O1CCCC1 (tetrahydrofuran), O1CCCC1 (tetrahydrofuran). Run at temperature 50 celsius, time 3 hour. Product: NCCC1=CC=C(OC(C(=O)OC(C)(C)C)(C)C)C=C1 (tert-Butyl 2-[4-(2-aminoethyl)phenoxy]-2-methylpropionate). Reaction SMILES: [C:1]([CH2:3][C:4]1[CH:20]=[CH:19][C:7]([O:8][C:9]([CH3:18])([CH3:17])[C:10]([O:12][C:13]([CH3:16])([CH3:15])[CH3:14])=[O:11])=[CH:6][CH:5]=1)#[N:2].Cl.C(=O)([O-])[O-].[Na+].[Na+]>O1CCCC1>[NH2:2][CH2:1][CH2:3][C:4]1[CH:5]=[CH:6][C:7]([O:8][C:9]([CH3:18])([CH3:17])[C:10]([O:12][C:13]([CH3:14])([CH3:16])[CH3:15])=[O:11])=[CH:19][CH:20]=1 |f:2.3.4|. Reported procedure: tert-Butyl 2-[4-(cyanomethyl)phenoxy]-2-methylpropionate (5.50 g, 20.0 mmol) was dissolved in tetrahydrofuran (90 mL). Subsequently, in a nitrogen atmosphere, borane-tetrahydrofuran complex in tetrahydrofuran solution [1.08M BH3-THF in THF (92.6 mL, 100 mmol)] was added thereto, and the mixture was stirred for three hours at 50° C. Subsequently, 1M hydrochloric acid was gradually added at 0° C., and the resultant mixture was stirred for one hour at room temperature. Thereafter, the reaction mixt...